Dataset: the Open Reaction Database (ORD), a public repository of structured organic reaction records. Task: describe an organic reaction: reactants, conditions, products, and yield Starting materials: O=C(Cl)C=Cc1ccc(Cl)c(Cl)c1, Nc1ccc(OC(F)(F)F)cc1, C1COCCO1. The product is O=C(C=Cc1ccc(Cl)c(Cl)c1)Nc1ccc(OC(F)(F)F)cc1. RXN SMILES: [Cl:13][c:14]1[cH:15][c:16]([CH:17]=[CH:18][C:19](=[O:20])[Cl:21])[cH:22][cH:23][c:24]1[Cl:25].[F:1][C:2]([F:3])([F:4])[O:5][c:6]1[cH:7][cH:8][c:9]([NH2:12])[cH:10][cH:11]1.[O:26]1[CH2:27][CH2:28][O:29][CH2:30][CH2:31]1>>[F:1][C:2]([F:3])([F:4])[O:5][c:6]1[cH:7][cH:8][c:9]([NH:12][C:19]([CH:18]=[CH:17][c:16]2[cH:15][c:14]([Cl:13])[c:24]([Cl:25])[cH:23][cH:22]2)=[O:20])[cH:10][cH:11]1. Reactants: CN(C)Cc1ccc(CSCCN)o1, ClC(Cl)Cl, O=S1(=O)N=C(Cl)c2ccccc21. Product: CN(C)Cc1ccc(CSCCNC2=NS(=O)(=O)c3ccccc32)o1. As a reaction SMILES: [CH3:1][N:2]([CH3:3])[CH2:4][c:5]1[cH:6][cH:7][c:8]([CH2:10][S:11][CH2:12][CH2:13][NH2:14])[o:9]1.[CH:27]([Cl:28])([Cl:29])[Cl:30].[Cl:15][C:16]1=[N:17][S:18](=[O:25])(=[O:26])[c:19]2[c:20]1[cH:21][cH:22][cH:23][cH:24]2>>[CH3:1][N:2]([CH3:3])[CH2:4][c:5]1[cH:6][cH:7][c:8]([CH2:10][S:11][CH2:12][CH2:13][NH:14][C:16]2=[N:17][S:18](=[O:25])(=[O:26])[c:19]3[c:20]2[cH:21][cH:22][cH:23][cH:24]3)[o:9]1.